This data is from the Open Reaction Database (ORD), a public repository of structured organic reaction records. The task is: describe an organic reaction: reactants, conditions, products, and yield The reactants are ClCCCCCC[C@H]1[C@H]2[C@@H]3CCC([C@@]3(C)C[C@@H]([C@@H]2C=2C=CC(=CC2C1)O)F)O (7α-(6-chlorohexyl)-11β-fluor-estra-1,3,5(10)-triene-3,17-diol), [I-].[Na+] (sodium iodide). Run in C(C)C(=O)C (ethylmethylketone), C(C)(=O)OCC (ethyl acetate). Conditions: temperature 90 celsius, time 8 hour. Yields the product F[C@@H]1[C@@H]2C=3C=CC(=CC3C[C@H]([C@H]2[C@@H]2CCC([C@@]2(C)C1)O)CCCCCCI)O (11β-fluor-7α-(6-iodohexyl)-estra-1,3,5(10)-triene-3,17-diol). Yield: 94.3%. As a reaction SMILES: Cl[CH2:2][CH2:3][CH2:4][CH2:5][CH2:6][CH2:7][C@@H:8]1[CH2:25][C:24]2[CH:23]=[C:22]([OH:26])[CH:21]=[CH:20][C:19]=2[C@@H:18]2[C@@H:9]1[C@H:10]1[C@@:14]([CH2:16][C@@H:17]2[F:27])([CH3:15])[CH:13]([OH:28])[CH2:12][CH2:11]1.[I-:29].[Na+]>C(C(C)=O)C.C(OCC)(=O)C>[F:27][C@H:17]1[CH2:16][C@@:14]2([CH3:15])[C@@H:10]([CH2:11][CH2:12][CH:13]2[OH:28])[C@H:9]2[C@H:18]1[C:19]1[CH:20]=[CH:21][C:22]([OH:26])=[CH:23][C:24]=1[CH2:25][C@H:8]2[CH2:7][CH2:6][CH2:5][CH2:4][CH2:3][CH2:2][I:29] |f:1.2|. Reported procedure: 599 mg of 7α-(6-chlorohexyl)-11β-fluor-estra-1,3,5(10)-triene-3,17-diol is dissolved in 10 ml of ethylmethylketone, mixed with 675 mg of sodium iodide and stirred overnight at a bath temperature of 90° C. For working-up, the reaction mixture is cooled to room temperature, taken up in ethyl acetate, extracted once with 10% sodium thiosulfate solution, washed with common salt solution, dried on magnesium sulfate and concentrated by evaporation in a vacuum. 691 mg of 11β-fluor-7α-(6-iodohexyl)-estr... The reactants are CCSC(C)CC=O, CCCCCC, ClCCl, CC(=O)C=P(c1ccccc1)(c1ccccc1)c1ccccc1. The product is CCSC(C)CC=CC(C)=O. Reaction SMILES: [CH2:24]([CH3:25])[S:26][CH:27]([CH2:28][CH:29]=[O:30])[CH3:31].[CH3:32][CH2:33][CH2:34][CH2:35][CH2:36][CH3:37].[Cl:38][CH2:39][Cl:40].[c:1]1([P:2]([c:3]2[cH:4][cH:5][cH:6][cH:7][cH:12]2)(=[CH:8][C:9]([CH3:10])=[O:11])[c:13]2[cH:14][cH:15][cH:16][cH:17][cH:18]2)[cH:19][cH:20][cH:21][cH:22][cH:23]1>>[CH:8]([C:9]([CH3:10])=[O:11])=[CH:29][CH2:28][CH:27]([S:26][CH2:24][CH3:25])[CH3:31]. The reactants are O=C(c1ccccc1)c1cccc(CO)n1, [Cl-], CC(C)C(Nc1ccc(C(F)(F)F)cc1Cl)C(=O)O. Yields the product CC(C)C(Nc1ccc(C(F)(F)F)cc1Cl)C(=O)OCc1cccc(C(=O)c2ccccc2)n1. As a reaction SMILES: [C:21]([c:22]1[cH:23][cH:24][cH:25][cH:26][cH:27]1)(=[O:28])[c:29]1[cH:30][cH:31][cH:32][c:33]([CH2:35][OH:36])[n:34]1.[Cl-:1].[Cl:2][c:3]1[c:4]([NH:13][CH:14]([C:15](=[O:16])[OH:17])[CH:18]([CH3:19])[CH3:20])[cH:5][cH:6][c:7]([C:9]([F:10])([F:11])[F:12])[cH:8]1>>[Cl:2][c:3]1[c:4]([NH:13][CH:14]([C:15](=[O:16])[O:17][CH2:35][c:33]2[cH:32][cH:31][cH:30][c:29]([C:21]([c:22]3[cH:23][cH:24][cH:25][cH:26][cH:27]3)=[O:28])[n:34]2)[CH:18]([CH3:19])[CH3:20])[cH:5][cH:6][c:7]([C:9]([F:10])([F:11])[F:12])[cH:8]1. Reactants: ClC=1C=C(C=CC1OCC1=CC(=CC=C1)F)NC=1C=2C(N=CN1)=CN(N2)C2=CC=C(C=O)C=C2 (4-[7-({3-chloro-4-[(3-fluorobenzyl)oxy]phenyl}amino)-2H-pyrazolo[4,3-d]pyrimidin-2-yl]benzaldehyde), Cl.CS(=O)(=O)CCN (2-(methylsulfonyl)ethylamine hydrochloride), C(O)([O-])=O.[Na+] (sodium hydrogen carbonate), C(C)(=O)O[BH-](OC(C)=O)OC(C)=O.[Na+] (sodium triacetoxyborohydride). Run in CN(C=O)C (N,N-dimethylformamide), C(C)(=O)O (acetic acid). Run at time 1 hour. The product is ClC=1C=C(C=CC1OCC1=CC(=CC=C1)F)NC=1C=2C(N=CN1)=CN(N2)C2=CC=C(C=C2)CNCCS(=O)(=O)C (N-{3-chloro-4-[(3-fluorobenzyl)oxy]phenyl}-2-[4-({[2-(methylsulfonyl)ethyl]amino}methyl)phenyl]-2H-pyrazolo[4,3-d]pyrimidin-7-amine). Isolated yield 71.4%. RXN SMILES: [Cl:1][C:2]1[CH:3]=[C:4]([NH:17][C:18]2[C:19]3[C:20](=[CH:24][N:25]([C:27]4[CH:34]=[CH:33][C:30]([CH:31]=O)=[CH:29][CH:28]=4)[N:26]=3)[N:21]=[CH:22][N:23]=2)[CH:5]=[CH:6][C:7]=1[O:8][CH2:9][C:10]1[CH:15]=[CH:14][CH:13]=[C:12]([F:16])[CH:11]=1.Cl.[CH3:36][S:37]([CH2:40][CH2:41][NH2:42])(=[O:39])=[O:38].C(O[BH-](OC(=O)C)OC(=O)C)(=O)C.[Na+].C(=O)([O-])O.[Na+]>CN(C)C=O.C(O)(=O)C>[Cl:1][C:2]1[CH:3]=[C:4]([NH:17][C:18]2[C:19]3[C:20](=[CH:24][N:25]([C:27]4[CH:28]=[CH:29][C:30]([CH2:31][NH:42][CH2:41][CH2:40][S:37]([CH3:36])(=[O:39])=[O:38])=[CH:33][CH:34]=4)[N:26]=3)[N:21]=[CH:22][N:23]=2)[CH:5]=[CH:6][C:7]=1[O:8][CH2:9][C:10]1[CH:15]=[CH:14][CH:13]=[C:12]([F:16])[CH:11]=1 |f:1.2,3.4,5.6|. Procedure details: To a solution of 4-[7-({3-chloro-4-[(3-fluorobenzyl)oxy]phenyl}amino)-2H-pyrazolo[4,3-d]pyrimidin-2-yl]benzaldehyde (80 mg) and 2-(methylsulfonyl)ethylamine hydrochloride (40 mg) in N,N-dimethylformamide (2 mL) was added acetic acid (0.02 mL), and the mixture was stirred at room temperature for 1 hr. Subsequently, sodium triacetoxyborohydride (54 mg) was added, and the mixture was stirred at the same temperature for 2 hrs. After the completion of the reaction, saturated aqueous sodium hydrogen c... Reactants: BrC=1C=C(C#N)C=CC1F (3-Bromo-4-fluorobenzonitrile), FC1=C(C=C(C=C1)[N+](=O)[O-])B1OC(C(O1)(C)C)(C)C (2-(2-fluoro-5-nitrophenyl)-4,4,5,5-tetramethyl-[1,3,2]dioxaborolane). Product: FC1=CC=C(C=C1C1=C(C=CC(=C1)[N+](=O)[O-])F)C#N (6,2′-difluoro-5′-nitrobiphenyl-3-carbonitrile). Isolated yield 99.9%. Reaction SMILES: Br[C:2]1[CH:3]=[C:4]([CH:7]=[CH:8][C:9]=1[F:10])[C:5]#[N:6].[F:11][C:12]1[CH:17]=[CH:16][C:15]([N+:18]([O-:20])=[O:19])=[CH:14][C:13]=1B1OC(C)(C)C(C)(C)O1>>[F:10][C:9]1[C:2]([C:13]2[CH:14]=[C:15]([N+:18]([O-:20])=[O:19])[CH:16]=[CH:17][C:12]=2[F:11])=[CH:3][C:4]([C:5]#[N:6])=[CH:7][CH:8]=1. Procedure details: 3-Bromo-4-fluorobenzonitrile (2.00 g, 10 mmol) was coupled to 2-(2-fluoro-5-nitrophenyl)-4,4,5,5-tetramethyl-[1,3,2]dioxaborolane (4.01 g, 15 mmol) following the procedure described in Example 14 part a), affording 6,2′-difluoro-5′-nitrobiphenyl-3-carbonitrile as a brown solid (2.60 g, 100%). δH (360 MHz, CDCl3) 7.38 (2H, q, J 8.8), 7.77-7.82 (2H, m), 8.33-8.38 (2H, m). Starting materials: C(#N)C=1C(NC(=C(C1)C1=CC=CC=C1)C)=O (3-cyano-6-methyl-5-phenyl-1H-pyridin-2-one), C1(=CC=CC=C1)P(=O)(Cl)Cl (phenylphosphonic dichloride), ice water. Reaction conditions: time 16 hour. Yields the product ClC1=NC(=C(C=C1C#N)C1=CC=CC=C1)C (2-chloro-3-cyano-6-methyl-5-phenylpyridine). Isolated yield 85.0%. As a reaction SMILES: [C:1]([C:3]1[C:4](=O)[NH:5][C:6]([CH3:15])=[C:7]([C:9]2[CH:14]=[CH:13][CH:12]=[CH:11][CH:10]=2)[CH:8]=1)#[N:2].C1(P(Cl)([Cl:25])=O)C=CC=CC=1>>[Cl:25][C:4]1[C:3]([C:1]#[N:2])=[CH:8][C:7]([C:9]2[CH:14]=[CH:13][CH:12]=[CH:11][CH:10]=2)=[C:6]([CH3:15])[N:5]=1. Procedure details: A mixture of 100.34 g 3-cyano-6-methyl-5-phenyl-1H-pyridin-2-one [Walker and Weaver, J. Org. Chem. 26, 4441 (1961)] and 192 ml phenylphosphonic dichloride (C6H5POCl2) was warmed to 160°-170° C. and kept at that temperature for about 16 hours. The reaction mixture was cooled and poured into ice water. The solid product was collected, dried in a vacuum oven and extracted with ether. The ether solution was concentrated, and the residue was washed with hexane and extracted with 300 ml 15% aqueous po...